The task is: describe an organic reaction: reactants, conditions, products, and yield. This data is from the Open Reaction Database (ORD), a public repository of structured organic reaction records. The reactants are ClC1=NC(=NC(=C1C#N)NC(C)C)NC(C)C (4-chloro-2,6-bis(isopropylamino)-5-pyrimidinecarbonitrile), C[O-].[Na+] (sodium methoxide). Solvent: CO (methanol). Reaction conditions: time 16 hour. Yields the product C(C)(C)NC1=NC(=C(C(=N1)OC)C#N)NC(C)C (2,6-bis(isopropylamino)-4-methoxy-5-pyrimidinecarbonitrile). The yield is 121.1%. As a reaction SMILES: Cl[C:2]1[C:7]([C:8]#[N:9])=[C:6]([NH:10][CH:11]([CH3:13])[CH3:12])[N:5]=[C:4]([NH:14][CH:15]([CH3:17])[CH3:16])[N:3]=1.[CH3:18][O-:19].[Na+]>CO>[CH:15]([NH:14][C:4]1[N:3]=[C:2]([O:19][CH3:18])[C:7]([C:8]#[N:9])=[C:6]([NH:10][CH:11]([CH3:13])[CH3:12])[N:5]=1)([CH3:17])[CH3:16] |f:1.2|. Procedure details: To a solution of 6.3 grams of 4-chloro-2,6-bis(isopropylamino)-5-pyrimidinecarbonitrile in 100 ml of methanol was added a solution of methanolic sodium methoxide (0.805 grams of sodium in 50 ml of methanol). After complete addition, the reaction mixture was stirred for 16 hours. The reaction mixture was then heated under reflux for 5 hours. The excess methanol was removed under reduced pressure. The residue was extracted with a mixture of diethyl ether and water. The organic layer was separated ... Starting materials: C1(=CC=C(C=C1)S(=O)(=O)O)C.NC(CC(=O)OC(C)(C)C)C#C[Si](C)(C)C ((±)1,1-dimethylethyl 3-amino-5-(trimethylsilyl)-4-pentynoate mono p-toluenesulfonic acid salt). The solvent is C(C)O (ethanol). Procedure details: The p-toluenesulfonic acid salt of (±)1,1-dimethylethyl 3-amino-5-(trimethylsilyl)-4-pentynoate is prepared by treating p-toluenesulfonic acid with (±)1,1-dimethylethyl 3-amino-5-(trimethylsilyl)-4-pentynoate, the product of step 2, in the presence of MTBE/heptane. The resulting reaction mixture is then heated to 55°-60° C. for one hour, cooled, filtered and dried to give (±) 1,1,-dimethylethyl 3-amino-5-(trimethylsilyl)-4-pentynoate, mono p-toluenesulfonic acid salt. The (±)1,1-dimethylethyl 3-... The product is NC(CC(=O)OCC)C#C[Si](C)(C)C (ethyl 3-amino-5-(trimethylsilyl)-4-pentynoate). As a reaction SMILES: C1(C)C=CC(S(O)(=O)=O)=CC=1.[NH2:12][CH:13]([C:22]#[C:23][Si:24]([CH3:27])([CH3:26])[CH3:25])[CH2:14][C:15]([O:17][C:18](C)(C)[CH3:19])=[O:16]>C(O)C>[NH2:12][CH:13]([C:22]#[C:23][Si:24]([CH3:27])([CH3:25])[CH3:26])[CH2:14][C:15]([O:17][CH2:18][CH3:19])=[O:16] |f:0.1|. Reactants: BrCCOC1=CC=C(C(=O)O)C=C1 (4-(2-bromoethoxy)benzoic acid), FC(S(=O)(=O)O)(F)F (trifluoromethanesulfonic acid), ClCCl (dichloromethane), CO, acid chloride, CS(=O)(=O)OC=1C=CC2=C(SC(=C2)C2=CC=C(C=C2)OS(=O)(=O)C)C1 (6-methanesulfonyloxy-2-(4-methanesulfonyloxyphenyl)benzo[b]thiophene), ice water. The solvent is C(Cl)(Cl)Cl (chloroform). Product: CS(=O)(=O)OC=1C=CC2=C(SC(=C2C(C2=CC=C(C=C2)OCCBr)=O)C2=CC=C(C=C2)OS(=O)(=O)C)C1 (6-methanesulfonyloxy-2-(4-methanesulfonyloxyphenyl)-3-[4-(2-bromoethoxy)benzoyl]benzo[b]thiophene). Reaction SMILES: [Br:1][CH2:2][CH2:3][O:4][C:5]1[CH:13]=[CH:12][C:8]([C:9]([OH:11])=O)=[CH:7][CH:6]=1.[CH3:14][S:15]([O:18][C:19]1[CH:20]=[CH:21][C:22]2[CH:26]=[C:25]([C:27]3[CH:32]=[CH:31][C:30]([O:33][S:34]([CH3:37])(=[O:36])=[O:35])=[CH:29][CH:28]=3)[S:24][C:23]=2[CH:38]=1)(=[O:17])=[O:16].ClCCl.FC(F)(F)S(O)(=O)=O>C(Cl)(Cl)Cl>[CH3:14][S:15]([O:18][C:19]1[CH:20]=[CH:21][C:22]2[C:26]([C:9](=[O:11])[C:8]3[CH:7]=[CH:6][C:5]([O:4][CH2:3][CH2:2][Br:1])=[CH:13][CH:12]=3)=[C:25]([C:27]3[CH:28]=[CH:29][C:30]([O:33][S:34]([CH3:37])(=[O:35])=[O:36])=[CH:31][CH:32]=3)[S:24][C:23]=2[CH:38]=1)(=[O:16])=[O:17]. Procedure details: One g. of 4-(2-bromoethoxy)benzoic acid was converted to the acid chloride, and was combined with 1.2 g. of 6-methanesulfonyloxy-2-(4-methanesulfonyloxyphenyl)benzo[b]thiophene, 20 ml. of dichloromethane and 0.5 ml. of trifluoromethanesulfonic acid. The mixture was stirred under reflux overnight, and was then poured into ice-water. The organic layer was separated, washed with sodium carbonate solution, dried and evaporated under vacuum to obtain 2.1 g. of brown oil. The oil was chromatographed o...